This data is from the Open Reaction Database (ORD), a public repository of structured organic reaction records. The task is: describe an organic reaction: reactants, conditions, products, and yield The reactants are CC(C)(C)OC(=O)N1CCC(n2ncc3c(Cl)ncnc32)CC1, CS(=O)(=O)c1ccc(N)cc1, O. The product is CC(C)(C)OC(=O)N1CCC(n2ncc3c(Nc4ccc(S(C)(=O)=O)cc4)ncnc32)CC1. As a reaction SMILES: [C:1]([CH3:2])([CH3:3])([CH3:4])[O:5][C:6](=[O:7])[N:8]1[CH2:9][CH2:10][CH:11]([n:14]2[n:15][cH:16][c:17]3[c:18]2[n:19][cH:20][n:21][c:22]3[Cl:23])[CH2:12][CH2:13]1.[CH3:24][S:25](=[O:26])(=[O:27])[c:28]1[cH:29][cH:30][c:31]([NH2:32])[cH:33][cH:34]1.[OH2:35]>>[C:1]([CH3:2])([CH3:3])([CH3:4])[O:5][C:6](=[O:7])[N:8]1[CH2:9][CH2:10][CH:11]([n:14]2[n:15][cH:16][c:17]3[c:18]2[n:19][cH:20][n:21][c:22]3[NH:32][c:31]2[cH:30][cH:29][c:28]([S:25]([CH3:24])(=[O:26])=[O:27])[cH:34][cH:33]2)[CH2:12][CH2:13]1. The reactants are C[Mg]Br (methyl magnesium bromide), solution, FC1=C(C#N)C(=CC=C1)F (2,6-Difluorobenzonitrile), C(C)OCC (diethyl ether). Run at temperature 35 celsius. Yields the product CC(=O)C1=C(C=CC=C1F)F (2,6-Difluoroacetophenone). As a reaction SMILES: [F:1][C:2]1[CH:9]=[CH:8][CH:7]=[C:6]([F:10])C=1C#N.[CH3:11][Mg]Br.C([O:16][CH2:17][CH3:18])C>>[CH3:11][C:17]([C:18]1[C:2]([F:1])=[CH:9][CH:8]=[CH:7][C:6]=1[F:10])=[O:16]. Reported procedure: 2,6-Difluorobenzonitrile (20.0 g, 0.14 mol) is dissolved in anhydrous diethyl ether (30 ml) and methyl magnesium bromide (154 ml of a 2.8 M solution, 0.43 mol) is added. The whole is warmed to reflux (35° C.) overnight (16 hrs.). Then the reaction mixture is quenched in ice-water (150 ml). The resultant mixture is heated to 75° C. for 3 hours and cooled. Pure product is then extracted from the mixture using methylene chloride (17.2 g, 76.7%).